From a dataset of the Open Reaction Database (ORD), a public repository of structured organic reaction records. describe an organic reaction: reactants, conditions, products, and yield Starting materials: C(C)C1=C(C=CC=C1)C1=NC(=NN1)C1=CC(=CC=C1)OC (5-(2-ethylphenyl)-3-(3-methoxyphenyl)-1H-1,2,4-triazole), oily suspension, [H-].[Na+] (sodium hydride), [H][H] (hydrogen), C(C)OC(=O)Cl (ethylchlorocarbonate). Run in C(C)OCC (diethyl ether), O1CCCC1 (tetrahydrofuran), O1CCCC1 (tetrahydrofuran). Reaction conditions: time 8 hour. The product is C(=O)(OCC)N1N=C(N=C1C1=C(C=CC=C1)CC)C1=CC(=CC=C1)OC (1-Carbethoxy-5-(2-ethylphenyl)-3-(3-methoxyphenyl)-1H-1,2,4-triazole). As a reaction SMILES: [CH2:1]([C:3]1[CH:8]=[CH:7][CH:6]=[CH:5][C:4]=1[C:9]1[NH:13][N:12]=[C:11]([C:14]2[CH:19]=[CH:18][CH:17]=[C:16]([O:20][CH3:21])[CH:15]=2)[N:10]=1)[CH3:2].[H-].[Na+].[H][H].[CH2:26]([O:28][C:29](Cl)=[O:30])[CH3:27]>O1CCCC1.C(OCC)C>[C:29]([N:13]1[C:9]([C:4]2[CH:5]=[CH:6][CH:7]=[CH:8][C:3]=2[CH2:1][CH3:2])=[N:10][C:11]([C:14]2[CH:19]=[CH:18][CH:17]=[C:16]([O:20][CH3:21])[CH:15]=2)=[N:12]1)([O:28][CH2:26][CH3:27])=[O:30] |f:1.2|. Procedure: To a solution of 5.58 g (0.02 mole) of 5-(2-ethylphenyl)-3-(3-methoxyphenyl)-1H-1,2,4-triazole in 50 ml of anhydrous tetrahydrofuran, 0.66 g (0.02 mole) of an 80% oily suspension of sodium hydride were added. After the hydrogen development had ceased, a solution of 2 ml. (0.02 mole) of ethylchlorocarbonate in 20 ml of anhydrous tetrahydrofuran was added dropwise under stirring and the temperature was kept at 15°-20° C. Stirring was continued for 2,5 hours then, after adding 200 ml of anhydrous d... Reactants: COCCCC(=O)Cl, ClCCl, COc1ccccc1COCCCOc1ccc(C2CCN(C(=O)OC(C)(C)C)CC2OCc2ccc(C)cc2N)cc1, c1ccncc1. Product: COCCCC(=O)Nc1cc(C)ccc1COC1CN(C(=O)OC(C)(C)C)CCC1c1ccc(OCCCOCc2ccccc2OC)cc1. Reaction SMILES: [CH3:44][O:45][CH2:46][CH2:47][CH2:48][C:49](=[O:50])[Cl:51].[Cl:58][CH2:59][Cl:60].[NH2:1][c:2]1[c:3]([CH2:4][O:5][CH:6]2[CH2:7][N:8]([C:32](=[O:33])[O:34][C:35]([CH3:36])([CH3:37])[CH3:38])[CH2:9][CH2:10][CH:11]2[c:12]2[cH:13][cH:14][c:15]([O:18][CH2:19][CH2:20][CH2:21][O:22][CH2:23][c:24]3[c:25]([O:30][CH3:31])[cH:26][cH:27][cH:28][cH:29]3)[cH:16][cH:17]2)[cH:39][cH:40][c:41]([CH3:43])[cH:42]1.[cH:52]1[cH:53][cH:54][n:55][cH:56][cH:57]1>>[NH:1]([c:2]1[c:3]([CH2:4][O:5][CH:6]2[CH2:7][N:8]([C:32](=[O:33])[O:34][C:35]([CH3:36])([CH3:37])[CH3:38])[CH2:9][CH2:10][CH:11]2[c:12]2[cH:13][cH:14][c:15]([O:18][CH2:19][CH2:20][CH2:21][O:22][CH2:23][c:24]3[c:25]([O:30][CH3:31])[cH:26][cH:27][cH:28][cH:29]3)[cH:16][cH:17]2)[cH:39][cH:40][c:41]([CH3:43])[cH:42]1)[C:49]([CH2:48][CH2:47][CH2:46][O:45][CH3:44])=[O:50]. Reactants: [N+](=O)([O-])C1=C2C=NNC2=CC=C1 (4-Nitro-1H-indazole), BiCl3, [BH4-].[Na+] (NaBH4). Solvent: C(C)O (ethanol). Reaction conditions: time 20 minute. The product is N1N=CC=2C(=CC=CC12)N (1H-indazol-4-amine). Yield: 75.1%. As a reaction SMILES: [N+:1]([C:4]1[CH:12]=[CH:11][CH:10]=[C:9]2[C:5]=1[CH:6]=[N:7][NH:8]2)([O-])=O.[BH4-].[Na+]>C(O)C>[NH:8]1[C:9]2[CH:10]=[CH:11][CH:12]=[C:4]([NH2:1])[C:5]=2[CH:6]=[N:7]1 |f:1.2|. Procedure details: 4-Nitro-1H-indazole (1.63 g, 10 mmol) in ethanol (100 mL) was treated with BiCl3 (3.46 g, 11 mmol) followed by a portionwise addition of NaBH4. The reaction mixture was stirred at ambient temperature for 20 minutes and filtered through Celite. The filtrate was evaporated under reduced pressure and the residue was partitioned between ethyl acetate/dilute NaHCO3 solution. The organic layer was dried over MgSO4, filtered, and the filtrate concentrated under reduced pressure to provide the title com... Reactants: COc1ccc(CN)cc1, O=[N+]([O-])c1ccccc1F, C1CCOC1. Yields the product COc1ccc(CNc2ccccc2[N+](=O)[O-])cc1. RXN SMILES: [CH3:11][O:12][c:13]1[cH:14][cH:15][c:16]([CH2:17][NH2:18])[cH:19][cH:20]1.[F:1][c:2]1[c:3]([N+:8](=[O:9])[O-:10])[cH:4][cH:5][cH:6][cH:7]1.[O:21]1[CH2:22][CH2:23][CH2:24][CH2:25]1>>[c:2]1([NH:18][CH2:17][c:16]2[cH:15][cH:14][c:13]([O:12][CH3:11])[cH:20][cH:19]2)[c:3]([N+:8](=[O:9])[O-:10])[cH:4][cH:5][cH:6][cH:7]1. Starting materials: C=CCN(C(=O)OCc1ccccc1)c1ccccc1, O=C(OO)c1cccc(Cl)c1, ClCCl, [Na+], O=S([O-])O. Yields the product O=C(OCc1ccccc1)N(CC1CO1)c1ccccc1. RXN SMILES: [CH2:1]([CH:2]=[CH2:3])[N:4]([c:5]1[cH:6][cH:7][cH:8][cH:9][cH:10]1)[C:11](=[O:12])[O:13][CH2:14][c:15]1[cH:16][cH:17][cH:18][cH:19][cH:20]1.[Cl:21][c:22]1[cH:23][cH:24][cH:25][c:26]([C:27]([O:28][OH:30])=[O:29])[cH:31]1.[Cl:37][CH2:38][Cl:39].[Na+:32].[OH:33][S:34](=[O:35])[O-:36]>>[CH2:1]([CH:2]1[CH2:3][O:29]1)[N:4]([c:5]1[cH:6][cH:7][cH:8][cH:9][cH:10]1)[C:11](=[O:12])[O:13][CH2:14][c:15]1[cH:16][cH:17][cH:18][cH:19][cH:20]1.